Dataset: the Open Reaction Database (ORD), a public repository of structured organic reaction records. Task: describe an organic reaction: reactants, conditions, products, and yield The product is Cc1c(F)cc(C(=O)NC2CC2)cc1-n1ccnc(NC2(c3ccccc3O)CC2)c1=O. As a reaction SMILES: [CH2:41]1[O:42][CH2:43][CH2:44][CH2:45]1.[CH3:10][O:11][C:12]([c:13]1[cH:14][c:15]([F:38])[c:16]([CH3:37])[c:17](-[n:19]2[c:20](=[O:36])[c:21]([NH:25][C:26]3([c:29]4[c:30]([OH:35])[cH:31][cH:32][cH:33][cH:34]4)[CH2:27][CH2:28]3)[n:22][cH:23][cH:24]2)[cH:18]1)=[O:39].[CH:2]([Mg+:3])([CH3:4])[CH3:5].[CH:6]1([NH2:9])[CH2:7][CH2:8]1.[Cl-:1].[ClH:40].[OH2:46]>>[CH:6]1([NH:9][C:12](=[O:11])[c:13]2[cH:14][c:15]([F:38])[c:16]([CH3:37])[c:17](-[n:19]3[c:20](=[O:36])[c:21]([NH:25][C:26]4([c:29]5[c:30]([OH:35])[cH:31][cH:32][cH:33][cH:34]5)[CH2:27][CH2:28]4)[n:22][cH:23][cH:24]3)[cH:18]2)[CH2:7][CH2:8]1. Starting materials: C1CCOC1, COC(=O)c1cc(F)c(C)c(-n2ccnc(NC3(c4ccccc4O)CC3)c2=O)c1, CC(C)[Mg+], NC1CC1, [Cl-], Cl, O. Reactants: CCCCCCC(O)C(=O)OC, [K+], [OH-], CCCCCCCCCCCCCCCCNCC(O)CO. Product: CCCCCCCCCCCCCCCCN(CC(O)CO)C(=O)C(O)CCCCCC. As a reaction SMILES: [CH3:25][O:26][C:27]([CH:28]([CH2:29][CH2:30][CH2:31][CH2:32][CH2:33][CH3:34])[OH:35])=[O:36].[K+:24].[OH-:23].[OH:1][CH:2]([CH2:3][NH:4][CH2:5][CH2:6][CH2:7][CH2:8][CH2:9][CH2:10][CH2:11][CH2:12][CH2:13][CH2:14][CH2:15][CH2:16][CH2:17][CH2:18][CH2:19][CH3:20])[CH2:21][OH:22]>>[OH:1][CH:2]([CH2:3][N:4]([CH2:5][CH2:6][CH2:7][CH2:8][CH2:9][CH2:10][CH2:11][CH2:12][CH2:13][CH2:14][CH2:15][CH2:16][CH2:17][CH2:18][CH2:19][CH3:20])[C:27](=[O:26])[CH:28]([CH2:29][CH2:30][CH2:31][CH2:32][CH2:33][CH3:34])[OH:35])[CH2:21][OH:22]. The reactants are [N+](=O)([O-])C=1C=C(C=CC1)NCC=1C=NC=CC1 (3-(3-nitrophenylaminomethyl)pyridine), CS(=O)(=O)Cl (methanesulfonyl chloride), C1(=CC=CC=C1)C (toluene), C([O-])([O-])=O.[K+].[K+] (potassium carbonate). Solvent: C(C)(=O)OCC (ethyl acetate), O (water). Reaction conditions: time 8 hour. Yields the product [N+](=O)([O-])C=1C=C(C=CC1)N(S(=O)(=O)C)CC=1C=NC=CC1 (N-(3-nitrophenyl)-N-(pyridin-3-ylmethyl)methanesulfonamide). As a reaction SMILES: [N+:1]([C:4]1[CH:5]=[C:6]([NH:10][CH2:11][C:12]2[CH:13]=[N:14][CH:15]=[CH:16][CH:17]=2)[CH:7]=[CH:8][CH:9]=1)([O-:3])=[O:2].C1(C)C=CC=CC=1.C(=O)([O-])[O-].[K+].[K+].[CH3:31][S:32](Cl)(=[O:34])=[O:33]>C(OCC)(=O)C.O>[N+:1]([C:4]1[CH:5]=[C:6]([N:10]([CH2:11][C:12]2[CH:13]=[N:14][CH:15]=[CH:16][CH:17]=2)[S:32]([CH3:31])(=[O:34])=[O:33])[CH:7]=[CH:8][CH:9]=1)([O-:3])=[O:2] |f:2.3.4|. Reported procedure: A 3.2 g. portion of 3-(3-nitrophenylaminomethyl)pyridine was dissolved in 15 ml. of toluene, and 2.7 g. of potassium carbonate and 1.6 ml. of methanesulfonyl chloride were added. The mixture was heated to a gentle boil and stirred overnight under reflux. Twenty-five ml. of water and 25 ml. of ethyl acetate were added, and the organic phase was dried and evaporated under vacuum. The residue was triturated with diethyl ether, filtered and dried to obtain 2.4 g. of the desired product, m.p. 131°-13...